This data is from the Open Reaction Database (ORD), a public repository of structured organic reaction records. The task is: describe an organic reaction: reactants, conditions, products, and yield The reactants are ClC1=NC=CC(=C1)OC=1C(=NC(=CC1)[N+](=O)[O-])C (3-((2-chloropyridin-4-yl)oxy)-2-methyl-6-nitropyridine), C(N)(OC(C)(C)C)=O (t-butyl carbamate), C(=O)([O-])[O-].[Cs+].[Cs+] (Cs2CO3). The reagents and catalysts are C1=CC=C(C=C1)P([C-]2C=CC=C2)C3=CC=CC=C3.C1=CC=C(C=C1)P([C-]2C=CC=C2)C3=CC=CC=C3.[Fe+2] (DPPF), C=1C=CC(=CC1)/C=C/C(=O)/C=C/C2=CC=CC=C2.C=1C=CC(=CC1)/C=C/C(=O)/C=C/C2=CC=CC=C2.C=1C=CC(=CC1)/C=C/C(=O)/C=C/C2=CC=CC=C2.[Pd].[Pd] (Pd2(dba)3). The solvent is O1CCOCC1 (dioxane). Reaction conditions: temperature 100 celsius. Product: CC1=NC(=CC=C1OC1=CC(=NC=C1)NC(OC(C)(C)C)=O)[N+](=O)[O-] (tert-butyl (4-((2-methyl-6-nitropyridin-3-yl)oxy)pyridin-2-yl)carbamate). Isolated yield 29.1%. RXN SMILES: Cl[C:2]1[CH:7]=[C:6]([O:8][C:9]2[C:10]([CH3:18])=[N:11][C:12]([N+:15]([O-:17])=[O:16])=[CH:13][CH:14]=2)[CH:5]=[CH:4][N:3]=1.[C:19](=[O:26])([O:21][C:22]([CH3:25])([CH3:24])[CH3:23])[NH2:20].C([O-])([O-])=O.[Cs+].[Cs+]>O1CCOCC1.C1C=CC(P(C2C=CC=CC=2)[C-]2C=CC=C2)=CC=1.C1C=CC(P(C2C=CC=CC=2)[C-]2C=CC=C2)=CC=1.[Fe+2].C1C=CC(/C=C/C(/C=C/C2C=CC=CC=2)=O)=CC=1.C1C=CC(/C=C/C(/C=C/C2C=CC=CC=2)=O)=CC=1.C1C=CC(/C=C/C(/C=C/C2C=CC=CC=2)=O)=CC=1.[Pd].[Pd]>[CH3:18][C:10]1[C:9]([O:8][C:6]2[CH:5]=[CH:4][N:3]=[C:2]([NH:20][C:19](=[O:26])[O:21][C:22]([CH3:25])([CH3:24])[CH3:23])[CH:7]=2)=[CH:14][CH:13]=[C:12]([N+:15]([O-:17])=[O:16])[N:11]=1 |f:2.3.4,6.7.8,9.10.11.12.13|. Reported procedure: A mixture of Example A3 (1.2 g, 4.52 mmol), t-butyl carbamate (1.058 g, 9.03 mmol), Cs2CO3 (2.94 g, 9.03 mmol) and DPPF (0.351 g, 0.632 mmol) in dioxane (25 mL) was sparged with Ar, treated with Pd2(dba)3 (0.290 g, 0.316 mmol), sparged again with Ar and heated at 100° C. for 3 days. The mixture was cooled to RT, diluted with EtOAc, the solids removed via filtration through diatomaceous earth and the filtrate concentrated to dryness and purified via silica gel chromatography (EtOAc/Hex) to afford... Reactants: CC1(C)CCN(c2cc(O)cc(-c3cnc4c(n3)c(C(=O)C(C)(C)C)cn4COCC[Si](C)(C)C)c2)C1, CC1(C)OCC(CO)O1, CSCCO. Yields the product CC1(C)CCN(c2cc(OCC3COC(C)(C)O3)cc(-c3cnc4c(n3)c(C(=O)C(C)(C)C)cn4COCC[Si](C)(C)C)c2)C1. RXN SMILES: [CH3:1][C:2]1([CH3:37])[CH2:3][N:4]([c:7]2[cH:8][c:9](-[c:14]3[n:15][c:16]4[c:17]([n:18][cH:19]3)[n:20]([CH2:29][O:30][CH2:31][CH2:32][Si:33]([CH3:34])([CH3:35])[CH3:36])[cH:21][c:22]4[C:23]([C:24]([CH3:25])([CH3:26])[CH3:27])=[O:28])[cH:10][c:11]([OH:13])[cH:12]2)[CH2:5][CH2:6]1.[CH3:38][C:39]1([CH3:46])[O:40][CH2:41][CH:42]([CH2:44][OH:45])[O:43]1.[CH3:47][S:48][CH2:49][CH2:50][OH:51]>>[CH3:1][C:2]1([CH3:37])[CH2:3][N:4]([c:7]2[cH:8][c:9](-[c:14]3[n:15][c:16]4[c:17]([n:18][cH:19]3)[n:20]([CH2:29][O:30][CH2:31][CH2:32][Si:33]([CH3:34])([CH3:35])[CH3:36])[cH:21][c:22]4[C:23]([C:24]([CH3:25])([CH3:26])[CH3:27])=[O:28])[cH:10][c:11]([O:13][CH2:44][CH:42]3[CH2:41][O:40][C:39]([CH3:38])([CH3:46])[O:43]3)[cH:12]2)[CH2:5][CH2:6]1. Reactants: CC1=C(C=CC=C1)OC(=O)NC1CCNCC1 (4-((2-methylphenyl)oxycarbonylamino)-piperidine), C(=O)[C@H]1CN(C[C@@H]1C1=CC=CC=C1)[C@@H](C(=O)OCC1=CC=C(C=C1)OC)C1CCCCC1 (2-(R)-(3-(R)-formyl-4-(S)-phenyl-pyrrolidin-1-yl)-2-(cyclohexyl)acetic acid, (4-methoxy)benzyl ester). The product is CC1=C(C=CC=C1)OC(=O)NC1CCN(CC1)C[C@H]1CN(C[C@@H]1C1=CC=CC=C1)[C@@H](C(=O)O)C1CCCCC1 (2-(R)-(3-(S)-(4-((2-Methylphenyl)oxycarbonylamino)-piperidin-1-yl)methyl-4-(S) phenylpyrrolidin-1-yl)-2-(cyclohexyl)acetic acid). As a reaction SMILES: [CH3:1][C:2]1[CH:7]=[CH:6][CH:5]=[CH:4][C:3]=1[O:8][C:9]([NH:11][CH:12]1[CH2:17][CH2:16][NH:15][CH2:14][CH2:13]1)=[O:10].[CH:18]([C@@H:20]1[C@@H:24]([C:25]2[CH:30]=[CH:29][CH:28]=[CH:27][CH:26]=2)[CH2:23][N:22]([C@H:31]([CH:44]2[CH2:49][CH2:48][CH2:47][CH2:46][CH2:45]2)[C:32]([O:34]CC2C=CC(OC)=CC=2)=[O:33])[CH2:21]1)=O>>[CH3:1][C:2]1[CH:7]=[CH:6][CH:5]=[CH:4][C:3]=1[O:8][C:9]([NH:11][CH:12]1[CH2:17][CH2:16][N:15]([CH2:18][C@@H:20]2[C@@H:24]([C:25]3[CH:26]=[CH:27][CH:28]=[CH:29][CH:30]=3)[CH2:23][N:22]([C@H:31]([CH:44]3[CH2:49][CH2:48][CH2:47][CH2:46][CH2:45]3)[C:32]([OH:34])=[O:33])[CH2:21]2)[CH2:14][CH2:13]1)=[O:10]. Reported procedure: The title compound was prepared from 4-((2-methylphenyl)oxycarbonylamino)-piperidine and 2-(R)-(3-(R)-formyl-4-(S)phenylpyrrolidin-1-yl)-2-(cyclohexyl)acetic acid, 4-methoxybenzyl ester (Aldehyde 5) according to the method described in Example 1, Step C. ESI-MS: 534 (M+H); HPLC A: 2.29 min. Starting materials: C#CCCC1=NC2=C(N1CC1=CC=C(C=C1)C=1C(=CC=CC1)C(=O)OC(C)(C)C)C=CC=C2 (tert.butyl 4'-[(2-(1-butyn-4-yl)-benzimidazol-1-yl)-methyl]biphenyl-2-carboxylate), FC(C(=O)O)(F)F (trifluoroacetic acid). Solvent: C(Cl)Cl (methylene chloride). Yields the product C#CCCC1=NC2=C(N1CC1=CC=C(C=C1)C=1C(=CC=CC1)C(=O)O)C=CC=C2 (4'-[(2-(1-Butyn-4-yl)-benzimidazol-1-yl)-methyl]biphenyl-2-carboxylic acid). Reaction SMILES: [CH:1]#[C:2][CH2:3][CH2:4][C:5]1[N:9]([CH2:10][C:11]2[CH:16]=[CH:15][C:14]([C:17]3[C:18]([C:23]([O:25]C(C)(C)C)=[O:24])=[CH:19][CH:20]=[CH:21][CH:22]=3)=[CH:13][CH:12]=2)[C:8]2[CH:30]=[CH:31][CH:32]=[CH:33][C:7]=2[N:6]=1.FC(F)(F)C(O)=O>C(Cl)Cl>[CH:1]#[C:2][CH2:3][CH2:4][C:5]1[N:9]([CH2:10][C:11]2[CH:12]=[CH:13][C:14]([C:17]3[C:18]([C:23]([OH:25])=[O:24])=[CH:19][CH:20]=[CH:21][CH:22]=3)=[CH:15][CH:16]=2)[C:8]2[CH:30]=[CH:31][CH:32]=[CH:33][C:7]=2[N:6]=1. Procedure details: Prepared in analogous manner to Example 9 from tert.butyl 4'-[(2-(1-butyn-4-yl)-benzimidazol-1-yl)-methyl]biphenyl-2-carboxylate and trifluoroacetic acid in methylene chloride. Starting materials: CN(CCCNC(C(=C)C)=O)C (N-[3-(dimethylamino)propyl]methacrylamide), C1CCCOS1(=O)=O (butanesultone), CC(=O)C (acetone), CO (methanol). The solvent is C(C)#N (acetonitrile). Run at temperature 70 celsius, time 1 hour. Yields the product S(=O)(=O)([O-])CCCC[N+](C)(C)CCCNC(C(=C)C)=O (4-sulfonatobutyl[3-(methacryloylamino)propyl]dimethylammonium). The yield is 85.5%. RXN SMILES: [CH3:1][N:2]([CH3:12])[CH2:3][CH2:4][CH2:5][NH:6][C:7](=[O:11])[C:8]([CH3:10])=[CH2:9].[CH2:13]1[S:18](=[O:20])(=[O:19])[O:17][CH2:16][CH2:15][CH2:14]1.CC(C)=O.CO>C(#N)C>[S:18]([CH2:13][CH2:14][CH2:15][CH2:16][N+:2]([CH2:3][CH2:4][CH2:5][NH:6][C:7](=[O:11])[C:8]([CH3:10])=[CH2:9])([CH3:12])[CH3:1])([O-:17])(=[O:20])=[O:19]. Procedure details: In 380 ml of acetonitrile were dissolved 130 g (0.764 mol) of N-[3-(dimethylamino)propyl]methacrylamide, 104 g of butanesultone and 234 mg of 4-hydroxy-2,2,6,6-tetramethylpiperidinoxy and the solution was heated at 70° C. for 6 hours. After allowing to cooling, to the reaction mixture were added 1,350 ml of acetone and 150 ml of methanol and the mixture was stirred at room temperature for one hour. The crystals deposited were collected by filtration and thoroughly washed with acetone to obtain 2... The reactants are OC=1C=CC2=C(C(OC(N2)=O)(C)C)C1 (6-hydroxy-4,4-dimethyl-4H-3,1-benzoxazin-2-one), C1(=CC=CC=C1)SCCCCBr (4-phenylmercaptobutylbromide). Product: C1(=CC=CC=C1)SCCCCOC=1C=CC2=C(C(OC(N2)=O)(C)C)C1 (6-(4-Phenylmercapto-butoxy)-4,4-dimethyl-4H-3,1-benzoxazin-2-one). RXN SMILES: [OH:1][C:2]1[CH:3]=[CH:4][C:5]2[NH:10][C:9](=[O:11])[O:8][C:7]([CH3:13])([CH3:12])[C:6]=2[CH:14]=1.[C:15]1([S:21][CH2:22][CH2:23][CH2:24][CH2:25]Br)[CH:20]=[CH:19][CH:18]=[CH:17][CH:16]=1>>[C:15]1([S:21][CH2:22][CH2:23][CH2:24][CH2:25][O:1][C:2]2[CH:3]=[CH:4][C:5]3[NH:10][C:9](=[O:11])[O:8][C:7]([CH3:12])([CH3:13])[C:6]=3[CH:14]=2)[CH:20]=[CH:19][CH:18]=[CH:17][CH:16]=1. Reported procedure: Prepared analogously to Example 5 from 6-hydroxy-4,4-dimethyl-4H-3,1-benzoxazin-2-one and 4-phenylmercaptobutylbromide (B.p. 0.03 mb : 95°-104° C.).